From a dataset of the Open Reaction Database (ORD), a public repository of structured organic reaction records. describe an organic reaction: reactants, conditions, products, and yield Reactants: COc1ccc(NS(=O)(=O)c2ccc(C)cc2)c([N+](=O)[O-])c1, CC(C)I, [H-], [Na+], CN(C)C=O, O. Yields the product COc1ccc(N(C(C)C)S(=O)(=O)c2ccc(C)cc2)c([N+](=O)[O-])c1. Reaction SMILES: [CH3:3][O:4][c:5]1[cH:6][c:7]([N+:22](=[O:23])[O-:24])[c:8]([NH:9][S:10](=[O:11])(=[O:12])[c:13]2[cH:14][cH:15][c:16]([CH3:19])[cH:17][cH:18]2)[cH:20][cH:21]1.[CH:25]([CH3:26])([CH3:27])[I:28].[H-:1].[Na+:2].[O:30]=[CH:31][N:32]([CH3:33])[CH3:34].[OH2:29]>>[CH3:3][O:4][c:5]1[cH:6][c:7]([N+:22](=[O:23])[O-:24])[c:8]([N:9]([S:10](=[O:11])(=[O:12])[c:13]2[cH:14][cH:15][c:16]([CH3:19])[cH:17][cH:18]2)[CH:25]([CH3:26])[CH3:27])[cH:20][cH:21]1. Reactants: ClC1=CC(=NC2=CC=C(C=C12)OC)C1=CC=CC=C1 (4-chloro-6-methoxy-2-phenylquinoline), ClC1=CC=C(N)C=C1 (4-chloroaniline). Yields the product O.Cl.ClC1=CC=C(C=C1)NC1=CC(=NC2=CC=C(C=C12)OC)C1=CC=CC=C1 (N-(4-chlorophenyl)-6-methoxy-2-phenylquinolin-4-amine Hydrochloride Hydrate). The yield is 80.0%. As a reaction SMILES: [Cl:1][C:2]1[C:11]2[C:6](=[CH:7][CH:8]=[C:9]([O:12][CH3:13])[CH:10]=2)[N:5]=[C:4]([C:14]2[CH:19]=[CH:18][CH:17]=[CH:16][CH:15]=2)[CH:3]=1.[Cl:20][C:21]1[CH:27]=[CH:26][C:24]([NH2:25])=[CH:23][CH:22]=1>>[OH2:12].[ClH:1].[Cl:20][C:21]1[CH:27]=[CH:26][C:24]([NH:25][C:2]2[C:11]3[C:6](=[CH:7][CH:8]=[C:9]([O:12][CH3:13])[CH:10]=3)[N:5]=[C:4]([C:14]3[CH:19]=[CH:18][CH:17]=[CH:16][CH:15]=3)[CH:3]=2)=[CH:23][CH:22]=1 |f:2.3.4|. Procedure details: In a manner similar to that described in Example 35, part A, 4-chloro-6-methoxy-2-phenylquinoline and 4-chloroaniline were transformed into 1.2 g (80%) of the title compound: m.p.>250° C. Reactants: BrC=1C=C(C(=CC1F)N)N (4-Bromo-5-fluorobenzene-1,2-diamine), S(=O)(Cl)Cl (thionyl chloride). The solvent is C(Cl)(Cl)Cl (chloroform), C(C)(=O)OCC (ethyl acetate). The product is BrC1=CC=2C(=NSN2)C=C1F (5-Bromo-6-fluorobenzo[c][1,2,5]thiadiazole). Yield: 76.0%. Reaction SMILES: [Br:1][C:2]1[CH:3]=[C:4]([NH2:10])[C:5]([NH2:9])=[CH:6][C:7]=1[F:8].[S:11](Cl)(Cl)=O>C(Cl)(Cl)Cl.C(OCC)(=O)C>[Br:1][C:2]1[C:7]([F:8])=[CH:6][C:5]2=[N:9][S:11][N:10]=[C:4]2[CH:3]=1. Procedure details: 4-Bromo-5-fluorobenzene-1,2-diamine (500 mg, 2.4 mmol) was dissolved in 20 mL chloroform, treated in portions with thionyl chloride (580 mg, 4.9 mmol) and heated to reflux for 20 h. After cooling the mixture was diluted with 60 mL ethyl acetate, washed with 15 mL water, 15 mL saturated NaCl, dried (Na2SO4) and concentrated under vacuum. The material was chromatographed on silica with a 0-30% ethyl acetate-hexane gradient to give the title compound as a white solid (425 mg, 76%): mp 79-82° C.; 1H... The reactants are OC1N(C(C2=CC=CC=C12)=O)C1=NC2=NC(=CC=C2C=C1)OC (3-hydroxy-2-(7-methoxy-1,8-naphthyridin-2-yl)-1-isoindolinone), solution, CN(C)CCCl (N,N-dimethyl-2-chloroethylamine), [H-].[Na+] (Sodium hydride), C(\C=C\C(=O)O)(=O)O (Fumaric acid). Conditions: temperature 0 celsius, time 45 minute. The product is C(\C=C\C(=O)O)(=O)O.CN(CCOC1N(C(C2=CC=CC=C12)=O)C1=NC2=NC(=CC=C2C=C1)OC)C (3-(2-Dimethylaminoethoxy)-2-(7-methoxy-1,8-naphthyridin-2-yl)-1-isoindolinone fumarate). Run in CN(C=O)C (dimethylformamide), C1(=CC=CC=C1)C (toluene), C(C)O (ethanol). Reported procedure: Sodium hydride (0.3 g) is added in small portions at a temperature in the region of 0° C. to a solution, maintained under an argon atmosphere, of 3-hydroxy-2-(7-methoxy-1,8-naphthyridin-2-yl)-1-isoindolinone (3.1 g) in anhydrous dimethylformamide (40 cc). The suspension obtained is stirred for 45 minutes at a temperature in the region of 0° C. and a 1.4M solution (8.5 cc) of N,N-dimethyl-2-chloroethylamine in toluene is then added. The reaction mixture is heated with stirring to a temperature of... Reaction SMILES: [H-].[Na+].[OH:3][CH:4]1[C:12]2[C:7](=[CH:8][CH:9]=[CH:10][CH:11]=2)[C:6](=[O:13])[N:5]1[C:14]1[CH:23]=[CH:22][C:21]2[C:16](=[N:17][C:18]([O:24][CH3:25])=[CH:19][CH:20]=2)[N:15]=1.[CH3:26][N:27]([CH2:29][CH2:30]Cl)[CH3:28].[C:32]([OH:39])(=[O:38])/[CH:33]=[CH:34]/[C:35]([OH:37])=[O:36]>CN(C)C=O.C1(C)C=CC=CC=1.C(O)C>[C:32]([OH:39])(=[O:38])/[CH:33]=[CH:34]/[C:35]([OH:37])=[O:36].[CH3:26][N:27]([CH3:28])[CH2:29][CH2:30][O:13][CH:6]1[C:7]2[C:12](=[CH:11][CH:10]=[CH:9][CH:8]=2)[C:4](=[O:3])[N:5]1[C:14]1[CH:23]=[CH:22][C:21]2[C:16](=[N:17][C:18]([O:24][CH3:25])=[CH:19][CH:20]=2)[N:15]=1 |f:0.1,8.9|. Starting materials: CS(=O)(=O)c1ccc(-c2cnn(-c3cccc(Cl)c3)c(=O)c2O)cc1, ClCc1ccccc1, CN(C)C=O. Product: CS(=O)(=O)c1ccc(-c2cnn(-c3cccc(Cl)c3)c(=O)c2OCc2ccccc2)cc1. As a reaction SMILES: [Cl:1][c:2]1[cH:3][c:4](-[n:8]2[n:9][cH:10][c:11](-[c:16]3[cH:17][cH:18][c:19]([S:22](=[O:23])(=[O:24])[CH3:25])[cH:20][cH:21]3)[c:12]([OH:15])[c:13]2=[O:14])[cH:5][cH:6][cH:7]1.[Cl:26][CH2:27][c:28]1[cH:29][cH:30][cH:31][cH:32][cH:33]1.[O:34]=[CH:35][N:36]([CH3:37])[CH3:38]>>[Cl:1][c:2]1[cH:3][c:4](-[n:8]2[n:9][cH:10][c:11](-[c:16]3[cH:17][cH:18][c:19]([S:22](=[O:23])(=[O:24])[CH3:25])[cH:20][cH:21]3)[c:12]([O:15][CH2:27][c:28]3[cH:29][cH:30][cH:31][cH:32][cH:33]3)[c:13]2=[O:14])[cH:5][cH:6][cH:7]1. Starting materials: C(C)O (ethanol), C=C(C)C (isobutene), C(C(C)C)O (isobutanol). Solvent: CC(C)(C)OC (MTBE). Product: CC(C)(C)OC.CCOC(C)(C)C (MTBE ETBE). RXN SMILES: [CH2:1]([OH:3])[CH3:2].[CH2:4]=[C:5]([CH3:7])[CH3:6].[CH2:8](O)[CH:9]([CH3:11])[CH3:10]>CC(OC)(C)C>[CH3:4][C:5]([O:3][CH3:1])([CH3:7])[CH3:6].[CH3:2][CH2:1][O:3][C:9]([CH3:11])([CH3:10])[CH3:8] |f:4.5|. Procedure: The process according to claim 9 wherein the stream (I) is added to the isobutene produced by the dehydration of isobutanol to produce MTBE or mixtures of MTBE/ETBE. Starting materials: BrCc1ccc(I)cc1, C1CCOC1, CCN(C(C)C)C(C)C, O=S1(=O)CCNCC1. Product: O=S1(=O)CCN(Cc2ccc(I)cc2)CC1. As a reaction SMILES: [Br:1][CH2:2][c:3]1[cH:4][cH:5][c:6]([I:9])[cH:7][cH:8]1.[CH2:27]1[O:28][CH2:29][CH2:30][CH2:31]1.[CH:18]([N:19]([CH2:20][CH3:21])[CH:22]([CH3:23])[CH3:24])([CH3:25])[CH3:26].[S:10]1(=[O:16])(=[O:17])[CH2:11][CH2:12][NH:13][CH2:14][CH2:15]1>>[CH2:2]([c:3]1[cH:4][cH:5][c:6]([I:9])[cH:7][cH:8]1)[N:13]1[CH2:12][CH2:11][S:10](=[O:16])(=[O:17])[CH2:15][CH2:14]1.